Dataset: the Open Reaction Database (ORD), a public repository of structured organic reaction records. Task: describe an organic reaction: reactants, conditions, products, and yield Reactants: intermediate 42, CC1=NNC(=C1C(=O)OCC)C (ethyl 3,5-dimethyl-1H-pyrazole-4-carboxylate), BrCC(CC)OC (1-bromo-2-methoxybutane). Product: COCCCN1N=C(C(=C1C)C(=O)O)C (1-(3-methoxypropyl)-3,5-dimethyl-1H-pyrazole-4-carboxylic acid). The yield is 12.0%. Reaction SMILES: [CH3:1][C:2]1[C:6]([C:7]([O:9]CC)=[O:8])=[C:5]([CH3:12])[NH:4][N:3]=1.BrC[CH:15]([O:18][CH3:19])[CH2:16][CH3:17]>>[CH3:19][O:18][CH2:15][CH2:16][CH2:17][N:4]1[C:5]([CH3:12])=[C:6]([C:7]([OH:9])=[O:8])[C:2]([CH3:1])=[N:3]1. Procedure: Prepared by following the same method as the preparation of intermediate 42: ethyl 3,5-dimethyl-1H-pyrazole-4-carboxylate (280 mg) was reacted with 1-bromo-2-methoxybutane (337 mg) to afford white solid (42 mg, 0.20 mmol, 10%). ESI-MS m/z 213.2 (M+H). The reactants are CO (methanol), solution, [H-].C(C(C)C)[Al+]CC(C)C (diisobutylaluminium hydride), FC(C(C(=O)OCC)C1=CC=CC=C1)(F)F (ethyl α-trifluoromethylphenylacetate), [OH-].[K+] (potassium hydroxide). Solvent: O1CCCC1 (tetrahydrofuran), CCCCCC (n-hexane). Reaction conditions: time 1.5 hour. Yields the product C1(=CC=CC=C1)C(CO)C(F)(F)F (2-phenyl-2-trifluoromethylethanol). The yield is 87.1%. As a reaction SMILES: [H-].C([Al+]CC(C)C)C(C)C.[F:11][C:12]([F:26])([F:25])[CH:13]([C:19]1[CH:24]=[CH:23][CH:22]=[CH:21][CH:20]=1)[C:14](OCC)=[O:15].CO.[OH-].[K+]>CCCCCC.O1CCCC1>[C:19]1([CH:13]([C:12]([F:11])([F:25])[F:26])[CH2:14][OH:15])[CH:20]=[CH:21][CH:22]=[CH:23][CH:24]=1 |f:0.1,4.5|. Procedure: A 20% solution of diisobutylaluminium hydride in n-hexane (53.4 ml) was added, dropwise, to ethyl α-trifluoromethylphenylacetate (2.9 g; 12.5 mmol) (T. S. Everett, S. T. Purrington, C. L. Baumgardner, J. Org. Chem. 49, 3702 (1984)) in absolute tetrahydrofuran (50 ml) at about 60° C. The mixture was then allowed to rise to room temperature and stirred for an hour at this temperature. Then at a temperature of 5°-10° C., methanol (10.5 ml) followed by 10% aqueous potassium hydroxide (5.3 ml) was ad... Starting materials: O=C(O)c1cc(C(F)(F)F)cc(C(F)(F)F)c1, Cc1ccccc1C1CN(C(=O)OC(C)(C)C)CCC1N, Cc1ccc(S(=O)(=O)O)cc1. Product: Cc1ccccc1C1CN(C(=O)OC(C)(C)C)CCC1NC(=O)c1cc(C(F)(F)F)cc(C(F)(F)F)c1. As a reaction SMILES: [F:33][C:34]([c:35]1[cH:36][c:37]([C:38](=[O:39])[OH:40])[cH:41][c:42]([C:44]([F:45])([F:46])[F:47])[cH:43]1)([F:48])[F:49].[NH2:12][CH:13]1[CH:14]([c:26]2[c:27]([CH3:32])[cH:28][cH:29][cH:30][cH:31]2)[CH2:15][N:16]([C:19](=[O:20])[O:21][C:22]([CH3:23])([CH3:24])[CH3:25])[CH2:17][CH2:18]1.[c:1]1([CH3:2])[cH:3][cH:4][c:5]([S:6]([OH:7])(=[O:8])=[O:9])[cH:10][cH:11]1>>[NH:12]([CH:13]1[CH:14]([c:26]2[c:27]([CH3:32])[cH:28][cH:29][cH:30][cH:31]2)[CH2:15][N:16]([C:19](=[O:20])[O:21][C:22]([CH3:23])([CH3:24])[CH3:25])[CH2:17][CH2:18]1)[C:38]([c:37]1[cH:36][c:35]([C:34]([F:33])([F:48])[F:49])[cH:43][c:42]([C:44]([F:45])([F:46])[F:47])[cH:41]1)=[O:39]. Reactants: CCO, [Na+], [Na+], O=C([O-])O, [OH-], CC(C)Cc1cnc2c(c1)c(-c1csc(C3CCN(C)CC3)n1)cn2S(=O)(=O)c1ccccc1. Product: CC(C)Cc1cnc2[nH]cc(-c3csc(C4CCN(C)CC4)n3)c2c1. Reaction SMILES: [CH3:42][CH2:43][OH:44].[Na+:36].[Na+:41].[O-:37][C:38]([OH:39])=[O:40].[OH-:35].[c:1]1([S:2](=[O:3])(=[O:4])[n:10]2[cH:11][c:12](-[c:23]3[n:24][c:25]([CH:28]4[CH2:29][CH2:30][N:31]([CH3:34])[CH2:32][CH2:33]4)[s:26][cH:27]3)[c:13]3[c:14]2[n:15][cH:16][c:17]([CH2:19][CH:20]([CH3:21])[CH3:22])[cH:18]3)[cH:5][cH:6][cH:7][cH:8][cH:9]1>>[nH:10]1[cH:11][c:12](-[c:23]2[n:24][c:25]([CH:28]3[CH2:29][CH2:30][N:31]([CH3:34])[CH2:32][CH2:33]3)[s:26][cH:27]2)[c:13]2[c:14]1[n:15][cH:16][c:17]([CH2:19][CH:20]([CH3:21])[CH3:22])[cH:18]2.